From a dataset of the Open Reaction Database (ORD), a public repository of structured organic reaction records. describe an organic reaction: reactants, conditions, products, and yield Reactants: C[Si](CCOCCl)(C)C (2-(trimethylsilyl)ethoxymethyl chloride), N1C(NC(C2=C1C=CS2)=O)=O (thieno[3,2-d]pyrimidine-2,4-dione), N1C(NC(C=C1)=O)=O (pyrimidine-2,4-dione). The product is C(C1=CC=CC=C1)OCCl (benzyloxymethyl chloride), title compound. The yield is 87.0%. As a reaction SMILES: N1[C:6]2[CH:7]=[CH:8]S[C:5]=2[C:4](=O)NC1=O.N1C=CC(=O)NC1=O.C[Si](C)(C)[CH2:22][CH2:23][O:24][CH2:25][Cl:26]>>[CH2:23]([O:24][CH2:25][Cl:26])[C:22]1[CH:8]=[CH:7][CH:6]=[CH:5][CH:4]=1. Procedure details: In a similar manner to the procedures described in Reference Example 3, reactions were carried out using thieno[3,2-d]pyrimidine-2,4-dione, instead of pyrimidine-2,4-dione, and using 2-(trimethylsilyl)ethoxymethyl chloride, instead of benzyloxymethyl chloride, to give the title compound (yield 87%) as a pale yellow powder. The reactants are ClC1=C(C=C(S1)C(C)=O)[N+](=O)[O-] (1-(5-Chloro-4-nitro-2-thienyl)ethanone), ClC=1C=C(C=CC1Cl)S (3,4-dichlorobenzenethiol). The product is ClC=1C=C(C=CC1Cl)SC1=C(C=C(S1)C(C)=O)[N+](=O)[O-] (1-[5-(3,4-Dichlorophenylsulfanyl)-4-nitro-2-thienyl]ethanone), solid. The yield is 74.6%. Reaction SMILES: Cl[C:2]1[S:6][C:5]([C:7](=[O:9])[CH3:8])=[CH:4][C:3]=1[N+:10]([O-:12])=[O:11].[Cl:13][C:14]1[CH:15]=[C:16]([SH:21])[CH:17]=[CH:18][C:19]=1[Cl:20]>>[Cl:13][C:14]1[CH:15]=[C:16]([S:21][C:2]2[S:6][C:5]([C:7](=[O:9])[CH3:8])=[CH:4][C:3]=2[N+:10]([O-:12])=[O:11])[CH:17]=[CH:18][C:19]=1[Cl:20]. Procedure details: Prepared according to the procedure described as in Step B for example 1 from 1-(5-Chloro-4-nitro-2-thienyl)ethanone (0.502 g, 2.45 mmol) and 3,4-dichlorobenzenethiol (0.438 g, 2.45 mmol). The title compound was obtained as an off-white solid (0.631 g, 74.6% yield). 1H NMR (300 MHz, CDCl3) δ: 8.10 (1H, s), 7.80 (1H, s), 7.70 (1H, d), 7.50 (1H, d), 2.50 (3H, s). Reactants: aqueous solution, [OH-].[Na+] (NaOH), C(#N)[BH3-].[Na+] (Sodium cyanoborohydride), NC1=C(C(=O)NCC(=O)NCC2CCN(CC2)CC2=CC=C(C=C2)Cl)C=C(C=C1)Br (4-[N-(2-amino-5-bromobenzoyl)glycyl]aminomethyl-1-(4-chlorobenzyl)piperidine), aqueous solution, C=O (formaldehyde). Solvent: ClCCl (dichloromethane), C(C)(=O)O (acetic acid), CO (methanol), C(C)#N (acetonitrile). Yields the product BrC=1C=CC(=C(C(=O)NCC(=O)NCC2CCN(CC2)CC2=CC=C(C=C2)Cl)C1)N(C)C (4-[N-[5-bromo-2-(dimethylamino)benzoyl]glycyl]aminomethyl-1-(4-chlorobenzyl)piperidine). As a reaction SMILES: [C:1]([BH3-])#[N:2].[Na+].N[C:6]1[CH:33]=[CH:32][C:31]([Br:34])=[CH:30][C:7]=1[C:8]([NH:10][CH2:11][C:12]([NH:14][CH2:15][CH:16]1[CH2:21][CH2:20][N:19]([CH2:22][C:23]2[CH:28]=[CH:27][C:26]([Cl:29])=[CH:25][CH:24]=2)[CH2:18][CH2:17]1)=[O:13])=[O:9].[CH2:35]=O.[OH-].[Na+]>ClCCl.CO.C(#N)C.C(O)(=O)C>[Br:34][C:31]1[CH:32]=[CH:33][C:6]([N:2]([CH3:1])[CH3:35])=[C:7]([CH:30]=1)[C:8]([NH:10][CH2:11][C:12]([NH:14][CH2:15][CH:16]1[CH2:21][CH2:20][N:19]([CH2:22][C:23]2[CH:28]=[CH:27][C:26]([Cl:29])=[CH:25][CH:24]=2)[CH2:18][CH2:17]1)=[O:13])=[O:9] |f:0.1,4.5|. Reported procedure: Sodium cyanoborohydride (26 mg, 0.42 mmol) and acetic acid (14 mL) were added to a mixture of 4-[N-(2-amino-5-bromobenzoyl)glycyl]aminomethyl-1-(4-chlorobenzyl)piperidine (Compd. No. 1042) (67 mg, 0.14 mmol) with a 37% aqueous solution of formaldehyde (0.112 mL, 1.4 mmol), acetonitrile (2 mL) and methanol (1.5 mL), and the resulting mixture was stirred at 50° C. for 30 hours. A 1 M aqueous solution of NaOH and dichloromethane were added to the mixture. The aqueous layer was separated, and the or... The reactants are N(=O)OCCC(C)C (isoamyl nitrite), O (water), [Na] (sodium), C[C@@]12CC[C@@H](C1(C)C)CC2=O (D-camphor). Solvent: C(C)OCC (diethyl ether). Product: ON=C1C(C2(CCC1C2(C)C)C)=O (3-hydroxyiminocamphor). As a reaction SMILES: [Na].[N:2](OCCC(C)C)=[O:3].O.[CH3:11][C@:12]12[C:20](=[O:21])[CH2:19][C@H:15]([C:16]1([CH3:18])[CH3:17])[CH2:14][CH2:13]2>C(OCC)C>[OH:3][N:2]=[C:19]1[CH:15]2[C:16]([CH3:17])([CH3:18])[C:12]([CH3:11])([CH2:13][CH2:14]2)[C:20]1=[O:21] |^1:0|. Procedure details: In 600 ml of dried diethyl ether was dissolved 130 g (0.854 mol) of commercially available D-camphor, and 20.4 g of metallic sodium was added thereto. The solution was kept at 0° C. with stirring, and 123 ml (0.916 mol) of isoamyl nitrite was added thereto to conduct a reaction for 14 hours. After completion of the reaction, 200 ml of water was added to the reaction mixture, and the aqueous layer was separated. To the aqueous layer was added 400 ml of 10% hydrochloric acid, and the solid thus fo...